Dataset: the Open Reaction Database (ORD), a public repository of structured organic reaction records. Task: describe an organic reaction: reactants, conditions, products, and yield Reactants: CN.C(=O)(OC(C)(C)C)N1[C@H](C(=O)O)CCC1 (N-BOC-L-proline methylamine), C(=O)(OCC1=CC=CC=C1)NCCCC(=O)O (N-CBZ-4-aminobutyric acid), C=1C=CC2=C(C1)N=NN2O (HOBT), CCN=C=NCCCN(C)C (WSC), CN1CCOCC1 (NMM). Solvent: CN(C=O)C (dimethyl formamide). Run at time 16 hour. The product is O=C(CCCNC(=O)OCC1=CC=CC=C1)NC[C@H]1N(CCC1)C(=O)OC(C)(C)C ((S)-2-[[[1-Oxo-4-[[(phenylmethoxy)carbonyl]amino]butyl]amino]methyl]-1-pyrrolidinecarboxylic acid, 1,1-dimethyl-ethyl ester). Yield: 82.9%. As a reaction SMILES: CN.[C:3]([N:10]1[CH2:17][CH2:16][CH2:15][C@H:11]1[C:12](O)=O)([O:5][C:6]([CH3:9])([CH3:8])[CH3:7])=[O:4].[C:18]([NH:28][CH2:29][CH2:30][CH2:31][C:32]([OH:34])=O)([O:20][CH2:21][C:22]1[CH:27]=[CH:26][CH:25]=[CH:24][CH:23]=1)=[O:19].C1C=CC2N(O)N=[N:41]C=2C=1.CCN=C=NCCCN(C)C.CN1CCOCC1>CN(C)C=O>[O:34]=[C:32]([NH:41][CH2:12][C@@H:11]1[CH2:15][CH2:16][CH2:17][N:10]1[C:3]([O:5][C:6]([CH3:9])([CH3:8])[CH3:7])=[O:4])[CH2:31][CH2:30][CH2:29][NH:28][C:18]([O:20][CH2:21][C:22]1[CH:27]=[CH:26][CH:25]=[CH:24][CH:23]=1)=[O:19] |f:0.1|. Procedure details: Part B N-BOC-L-proline methylamine (1.04 g, 5.2 mmol) and N-CBZ-4-aminobutyric acid (1.24 g, 5.2 mmol) were dissolved in dimethyl formamide (DMF) (20 mL) at room temperature (RT). HOBT (702 mg, 5.2 mmol), WSC (995 mg, 5.2 mmol) and NMM (570 μL, 5.2 mmol) were added. The reaction was stirred for 16 hours (h), partitioned between ethyl acetate(50 mL) and 10% KHSO4 (100 mL). The aqueous layer was extracted with ethyl acetate (2×50 mL), and the organic layers were combined. The combined organic laye... Starting materials: N1C=CC2=NC=C(C=C21)C(=O)OC (methyl 1H-pyrrolo[3,2-b]pyridine-6-carboxylate), ClN1C(CCC1=O)=O (N-chlorosuccinimide). Yield: 92.8%. Reported procedure: To a 0° C. solution of methyl 1H-pyrrolo[3,2-b]pyridine-6-carboxylate (1.00 g, 5.68 mmol) in N,N-dimethylformamide (15 mL) was added N-chlorosuccinimide (895 mg, 5.96 mmol). The reaction was allowed to gradually warm to room temperature and stir overnight. The reaction was diluted with water (125 mL) and stirred for 20 minutes. The resulting solid was collected by filtration, washed with water, and dried under vacuum to give the title compound (1.11 g, 93%) as an orange powder. +ESI (M+H) 211.0;... Run at time 8 hour. Run in O (water), CN(C=O)C (N,N-dimethylformamide). RXN SMILES: [NH:1]1[C:9]2[C:4](=[N:5][CH:6]=[C:7]([C:10]([O:12][CH3:13])=[O:11])[CH:8]=2)[CH:3]=[CH:2]1.[Cl:14]N1C(=O)CCC1=O>CN(C)C=O.O>[Cl:14][C:3]1[C:4]2=[N:5][CH:6]=[C:7]([C:10]([O:12][CH3:13])=[O:11])[CH:8]=[C:9]2[NH:1][CH:2]=1. Product: ClC1=CNC=2C1=NC=C(C2)C(=O)OC (methyl 3-chloro-1H-pyrrolo[3,2-b]pyridine-6-carboxylate).